From a dataset of the Open Reaction Database (ORD), a public repository of structured organic reaction records. describe an organic reaction: reactants, conditions, products, and yield The reactants are ClC=1N=C2N(C3=C(NC4=C2C=CC=C4)N=CC=C3)C1C1=CC=C(C=C1)C1(CCC1)NC(OC(C)(C)C)=O (tert-butyl {1-[4-(2-chloro-9H-imidazo[1,2-d]pyrido[2,3-b][1,4]benzodiazepin-3-yl)phenyl]cyclobutyl}carbamate), C(C)(=O)C=1C=C(C=CC1)B(O)O (m-acetylphenyl boronic acid), C(=O)([O-])[O-].[Na+].[Na+] (Na2CO3). The reagents and catalysts are CC(C)(C)P(C1=CC=C(C=C1)N(C)C)C(C)(C)C.CC(C)(C)P(C1=CC=C(C=C1)N(C)C)C(C)(C)C.Cl[Pd]Cl (bis(di-tert-butyl(4-dimethylaminophenyl)phosphine)dichloropalladium(II)). Run in CN(C)C=O (DMF), CCOC(=O)C (AcOEt). Yields the product C(C)(=O)C1=CC=C(C=C1)C=1N=C2N(C3=C(NC4=C2C=CC=C4)N=CC=C3)C1C1=CC=C(C=C1)C1(CCC1)NC(OC(C)(C)C)=O (tert-butyl (1-{4-[2-(4-acetylphenyl)-9H-imidazo[1,2-d]pyrido[2,3-b][1,4]benzodiazepin-3-yl]phenyl}cyclobutyl)carbamate). Yield: 77.9%. As a reaction SMILES: Cl[C:2]1[N:3]=[C:4]2[C:10]3[CH:11]=[CH:12][CH:13]=[CH:14][C:9]=3[NH:8][C:7]3[N:15]=[CH:16][CH:17]=[CH:18][C:6]=3[N:5]2[C:19]=1[C:20]1[CH:25]=[CH:24][C:23]([C:26]2([NH:30][C:31](=[O:37])[O:32][C:33]([CH3:36])([CH3:35])[CH3:34])[CH2:29][CH2:28][CH2:27]2)=[CH:22][CH:21]=1.[C:38]([C:41]1[CH:42]=[C:43](B(O)O)[CH:44]=[CH:45][CH:46]=1)(=[O:40])[CH3:39].C([O-])([O-])=O.[Na+].[Na+]>CN(C=O)C.CCOC(C)=O.CC(P(C(C)(C)C)C1C=CC(N(C)C)=CC=1)(C)C.CC(P(C(C)(C)C)C1C=CC(N(C)C)=CC=1)(C)C.Cl[Pd]Cl>[C:38]([C:41]1[CH:42]=[CH:43][C:44]([C:2]2[N:3]=[C:4]3[C:10]4[CH:11]=[CH:12][CH:13]=[CH:14][C:9]=4[NH:8][C:7]4[N:15]=[CH:16][CH:17]=[CH:18][C:6]=4[N:5]3[C:19]=2[C:20]2[CH:21]=[CH:22][C:23]([C:26]3([NH:30][C:31](=[O:37])[O:32][C:33]([CH3:36])([CH3:34])[CH3:35])[CH2:29][CH2:28][CH2:27]3)=[CH:24][CH:25]=2)=[CH:45][CH:46]=1)(=[O:40])[CH3:39] |f:2.3.4,7.8.9|. Procedure: A mixture of tert-butyl {1-[4-(2-chloro-9H-imidazo[1,2-d]pyrido[2,3-b][1,4]benzodiazepin-3-yl)phenyl]cyclobutyl}carbamate (30 mg, 0.058 mmol), m-acetylphenyl boronic acid (19 mg, 0.12 mmol), bis(di-tert-butyl(4-dimethylaminophenyl)phosphine)dichloropalladium(II) (4 mg, 0.006 mmol), and 2M Na2CO3 aq. (0.058 mL, 0.12 mmol) in DMF (1 mL) was treated with microwave (160° C. for 1 hour). The mixture was diluted with AcOEt, washed with water (×3), brine, dried over Na2SO4, then filtrated through Celit... The reactants are ice, [BH4-].[Li+] (lithium borohydride), O=C1NC2=CC=C(C=C2C1)C(=O)OC (methyl 2-oxoindoline-5-carboxylate), O1CCCC1.C(C)O (tetrahydrofuran ethanol), [BH4-].[Li+] (lithium borohydride), [BH4-].[Li+] (lithium borohydride). Run in C(C)O (ethanol). Run at time 30 minute. The product is OCC=1C=C2CC(NC2=CC1)=O (5-(Hydroxymethyl)-1,3-dihydro-2H-indol-2-one). Yield: 33.0%. As a reaction SMILES: [O:1]=[C:2]1[CH2:10][C:9]2[C:4](=[CH:5][CH:6]=[C:7]([C:11](OC)=[O:12])[CH:8]=2)[NH:3]1.O1CCCC1.C(O)C.[BH4-].[Li+]>C(O)C>[OH:12][CH2:11][C:7]1[CH:8]=[C:9]2[C:4](=[CH:5][CH:6]=1)[NH:3][C:2](=[O:1])[CH2:10]2 |f:1.2,3.4|. Reported procedure: To an ice-cooled mixture of methyl 2-oxoindoline-5-carboxylate (0.5 gram, 2.6 mmol) in a tetrahydrofuran/ethanol mixture (15:0.3 mL) was added lithium borohydride (115 mg, 5.2 mmol) in one portion. After 30 min, another portion of lithium borohydride (100 mg, 4.5 mmol) was added and the reaction solution was stirred for 4 h at room temperature. A third portion of lithium borohydride (200 mg, 9.2 mmol) and ethanol (0.3 mL) were added and the reaction solution was stirred for 14 h at room temperat... Starting materials: ClC=1C=C2C(C(=COC2=CC1O)C1=C(OCCCC#N)C=CC=C1)=O (4-[2-(6-Chloro-7-hydroxy-4-oxo-4H-chromen-3-yl)-phenoxy]-butyronitrile), O.NN (Hydrazine hydrate). Yields the product ClC=1C(=CC(=C(C1)C1=NNC=C1C1=C(OCCCC#N)C=CC=C1)O)O (4-{2-[3-(5-chloro-2,4-dihydroxy-phenyl)-1H-pyrazol-4-yl]-phenoxy}-butyronitrile). RXN SMILES: [Cl:1][C:2]1[CH:3]=[C:4]2[C:9](=[CH:10][C:11]=1[OH:12])[O:8][CH:7]=[C:6]([C:13]1[CH:24]=[CH:23][CH:22]=[CH:21][C:14]=1[O:15][CH2:16][CH2:17][CH2:18][C:19]#[N:20])[C:5]2=O.O.[NH2:27][NH2:28]>>[Cl:1][C:2]1[C:11]([OH:12])=[CH:10][C:9]([OH:8])=[C:4]([C:5]2[C:6]([C:13]3[CH:24]=[CH:23][CH:22]=[CH:21][C:14]=3[O:15][CH2:16][CH2:17][CH2:18][C:19]#[N:20])=[CH:7][NH:28][N:27]=2)[CH:3]=1 |f:1.2|. Reported procedure: This compounds was synthesised in the same manner as described above. 4-[2-(6-Chloro-7-hydroxy-4-oxo-4H-chromen-3-yl)-phenoxy]-butyronitrile (0.1 g, 0.28 mmol), Hydrazine hydrate (6 ml). The quenched reaction was extracted into ethyl acetate, washed (water), dried (MgSO4), and the solvent removed under vacuum to give a clear oil which was purified by column chromatograpy to give 4-{2-[3-(5-chloro-2,4-dihydroxy-phenyl)-1H-pyrazol-4-yl]-phenoxy}-butyronitrile as an off white soild Rf 0.65 ethyl ac... Reactants: NC1[C@@H]2N(C(=C(CS2)COC(C2=C(C=CC=C2)C(=O)O)=O)C(=O)O)C1=O (7-amino-3-(2-carboxybenzoyloxy)methyl-3-cephem-4-carboxylic acid), SC1=NN=NN1C (5-mercapto-1-methyl-1H-tetrazole), ice water, COC(=O)C1=C(C(=C(C(=C1Cl)Cl)C(=O)OC)Cl)Cl (DCPA). The solvent is C(C)#N (acetonitrile). Conditions: temperature 0 celsius. The product is NC1[C@@H]2N(C(=C(CS2)CSC2=NN=NN2C)C(=O)O)C1=O (7-amino-3-(1-methyl-1H-tetrazol-5-yl)thiomethyl-3-cephem-4-carboxylic acid). The yield is 86.5%. Reaction SMILES: [NH2:1][CH:2]1[C:25](=[O:26])[N:4]2[C:5]([C:22]([OH:24])=[O:23])=[C:6]([CH2:9]OC(=O)C3C=CC=CC=3C(O)=O)[CH2:7][S:8][C@H:3]12.[SH:27][C:28]1[N:32]([CH3:33])[N:31]=[N:30][N:29]=1.COC(C1C(Cl)=C(Cl)C(C(OC)=O)=C(Cl)C=1Cl)=O>C(#N)C>[NH2:1][CH:2]1[C:25](=[O:26])[N:4]2[C:5]([C:22]([OH:24])=[O:23])=[C:6]([CH2:9][S:27][C:28]3[N:32]([CH3:33])[N:31]=[N:30][N:29]=3)[CH2:7][S:8][C@H:3]12. Procedure details: A 3.5 ml portion of acetonitrile was added to 0.946 g of 7-amino-3-(2-carboxybenzoyloxy)methyl-3-cephem-4-carboxylic acid and 0.32 g of 5-mercapto-1-methyl-1H-tetrazole, and the mixture was cooled over a dry-ice/ethanol bath, followed by adding through a dropping funnel 3.71 g of DCPA to it with stirring and rinsing the funnel with 1.0 ml of acetonitrile. The external bath was removed, and the reaction mixture was warmed to 0° C., whereby the starting materials dissolved. The solution was stirre...